From a dataset of the Open Reaction Database (ORD), a public repository of structured organic reaction records. describe an organic reaction: reactants, conditions, products, and yield Starting materials: ClC=1C2=C(N=CN1)NC=C2C=NO (4-chloro-7H-pyrrolo[2,3-d]pyrimidine-5-carbaldehyde oxime), S(=O)(Cl)Cl (thionyl chloride), C(Cl)Cl (DCM). Run at time 8 hour. Yields the product ClC(C=1NC=CN1)(Cl)Cl (2-(trichloromethyl)-1H-imidazole), ClC=1C2=C(N=CN1)NC=C2C#N (4-chloro-7H-pyrrolo[2,3-d]pyrimidine-5-carbonitrile). As a reaction SMILES: [Cl:1][C:2]1[C:3]2[C:10]([CH:11]=[N:12]O)=[CH:9][NH:8][C:4]=2[N:5]=[CH:6][N:7]=1.S(Cl)([Cl:16])=O.[CH2:18]([Cl:20])[Cl:19]>>[Cl:19][C:18]([Cl:16])([Cl:20])[C:4]1[NH:5][CH:10]=[CH:9][N:8]=1.[Cl:1][C:2]1[C:3]2[C:10]([C:11]#[N:12])=[CH:9][NH:8][C:4]=2[N:5]=[CH:6][N:7]=1. Procedure: To a suspension of 4-chloro-7H-pyrrolo[2,3-d]pyrimidine-5-carbaldehyde oxime (E-4) (865 mg, 4.40 mmol, 1.0 eq) in DCM (20 mL), thionyl chloride (3.1 mL, 43.7 mmol, 10.0 eq) is added and the resulting mixture is stirred at RT overnight. The reaction mixture is concentrated in vacuo. The residue is suspended in water (60 mL) and saturated aqueous NaHCO3 is added to adjust the pH to 4. The solid is collected by filtration, rinsed with water followed by ethyl acetate to afford a first portion of pro... Reactants: ClC1=C(OC2=C(C=CC=C2)NS(=O)(=O)C2=CC=C(C(=O)NCC(=O)O)C=C2)C=CC(=C1)Cl ({4-[2-(2,4-dichloro-phenoxy)-phenylsulfamoyl]-benzoylamino}-acetic acid), C(C)(C)(C)OC(=O)N1CCNCCC1 ([1,4]diazepane-1-carboxylic acid tert-butyl ester). Product: Cl.N1(CCNCCC1)C(CNC(C1=CC=C(C=C1)S(NC1=C(C=CC=C1)OC1=C(C=C(C=C1)Cl)Cl)(=O)=O)=O)=O (N-(2-[1,4]Diazepan-1-yl-2-oxo-ethyl)-4-[2-(2,4-dichloro-phenoxy)-phenylsulfamoyl]-benzamide hydrochloride). As a reaction SMILES: [Cl:1][C:2]1[CH:31]=[C:30]([Cl:32])[CH:29]=[CH:28][C:3]=1[O:4][C:5]1[CH:10]=[CH:9][CH:8]=[CH:7][C:6]=1[NH:11][S:12]([C:15]1[CH:27]=[CH:26][C:18]([C:19]([NH:21][CH2:22][C:23]([OH:25])=O)=[O:20])=[CH:17][CH:16]=1)(=[O:14])=[O:13].C(OC([N:40]1[CH2:46][CH2:45][CH2:44][NH:43][CH2:42][CH2:41]1)=O)(C)(C)C>>[ClH:1].[N:40]1([C:23](=[O:25])[CH2:22][NH:21][C:19](=[O:20])[C:18]2[CH:17]=[CH:16][C:15]([S:12](=[O:14])(=[O:13])[NH:11][C:6]3[CH:7]=[CH:8][CH:9]=[CH:10][C:5]=3[O:4][C:3]3[CH:28]=[CH:29][C:30]([Cl:32])=[CH:31][C:2]=3[Cl:1])=[CH:27][CH:26]=2)[CH2:46][CH2:45][CH2:44][NH:43][CH2:42][CH2:41]1 |f:2.3|. Reported procedure: The title compound was prepared from {4-[2-(2,4-dichloro-phenoxy)-phenylsulfamoyl]-benzoylamino}-acetic acid (Example 1.1/e) and [1,4]diazepane-1-carboxylic acid tert-butyl ester (Fluka) according to the method described in Example 11.1. MS (EI) 578.2 (MH+). As a reaction SMILES: [CH3:1][O:2][CH2:3][CH2:4][c:5]1[n:6][c:7]([CH2:11][O:12][C:13]([c:14]2[cH:15][cH:16][cH:17][cH:18][cH:19]2)([c:20]2[cH:21][cH:22][cH:23][cH:24][cH:25]2)[c:26]2[cH:27][cH:28][cH:29][cH:30][cH:31]2)[cH:8][cH:9][cH:10]1.[ClH:38].[O:32]1[CH2:33][CH2:34][O:35][CH2:36][CH2:37]1>>[CH3:1][O:2][CH2:3][CH2:4][c:5]1[n:6][c:7]([CH2:11][OH:12])[cH:8][cH:9][cH:10]1. Reactants: COCCc1cccc(COC(c2ccccc2)(c2ccccc2)c2ccccc2)n1, Cl, C1COCCO1. The product is COCCc1cccc(CO)n1.